This data is from the Open Reaction Database (ORD), a public repository of structured organic reaction records. The task is: describe an organic reaction: reactants, conditions, products, and yield Reaction SMILES: [CH2:1]([CH2:2][CH2:3][CH3:4])[c:5]1[n:6][c:7]2[c:8]([n:9]1[CH2:10][c:11]1[cH:12][cH:13][c:14](-[c:17]3[c:18]([C:23](=[O:24])[O:25][C:26]([CH3:27])([CH3:28])[CH3:29])[cH:19][cH:20][cH:21][cH:22]3)[cH:15][cH:16]1)[cH:30][c:31](-[c:35]1[n:36][c:37]3[n:38]([cH:39][cH:40][cH:41][cH:42]3)[cH:43]1)[cH:32][c:33]2[CH3:34].[CH2:51]([Cl:52])[Cl:53].[OH:44][C:45]([C:46]([F:47])([F:48])[F:49])=[O:50]>>[CH2:1]([CH2:2][CH2:3][CH3:4])[c:5]1[n:6][c:7]2[c:8]([n:9]1[CH2:10][c:11]1[cH:12][cH:13][c:14](-[c:17]3[c:18]([C:23](=[O:24])[OH:25])[cH:19][cH:20][cH:21][cH:22]3)[cH:15][cH:16]1)[cH:30][c:31](-[c:35]1[n:36][c:37]3[n:38]([cH:39][cH:40][cH:41][cH:42]3)[cH:43]1)[cH:32][c:33]2[CH3:34]. Yields the product CCCCc1nc2c(C)cc(-c3cn4ccccc4n3)cc2n1Cc1ccc(-c2ccccc2C(=O)O)cc1. Reactants: CCCCc1nc2c(C)cc(-c3cn4ccccc4n3)cc2n1Cc1ccc(-c2ccccc2C(=O)OC(C)(C)C)cc1, ClCCl, O=C(O)C(F)(F)F.